From a dataset of the Open Reaction Database (ORD), a public repository of structured organic reaction records. describe an organic reaction: reactants, conditions, products, and yield Procedure: A mixture of ethyl 3-(7-cyano-10,11-dihydrodibenzo[b,f]thiepin-2-yl)-2-ethoxycarbonylpropanoate (4.025 g; 4.84 mmole), water (354 mg; 19.7 mmole), sodium chloride (576 mg) and dimethylsulfoxide (100 ml) are heated together under argon in an oil bath at 200°-205° C. for 3 hours. The cool reaction mixture was diluted with methylene chloride and the solution was extracted with water (3×100 ml), then dried (MgSO4) and evaporated to an oil (3.223 g; 97%). The pure title compound was obtained by short... Solvent: C(Cl)Cl (methylene chloride). Product: C(#N)C1=CC2=C(CCC3=C(S2)C=CC(=C3)CCC(=O)OCC)C=C1 (Ethyl 3-(7-cyano-10,11-dihydrodibenzo[b,f]thiepin-2-yl)propanoate), crude product. Reaction SMILES: [C:1]([C:3]1[CH:29]=[CH:28][C:6]2[CH2:7][CH2:8][C:9]3[CH:15]=[C:14]([CH2:16][CH:17](C(OCC)=O)[C:18]([O:20][CH2:21][CH3:22])=[O:19])[CH:13]=[CH:12][C:10]=3[S:11][C:5]=2[CH:4]=1)#[N:2].O.[Cl-].[Na+].CS(C)=O>C(Cl)Cl>[C:1]([C:3]1[CH:29]=[CH:28][C:6]2[CH2:7][CH2:8][C:9]3[CH:15]=[C:14]([CH2:16][CH2:17][C:18]([O:20][CH2:21][CH3:22])=[O:19])[CH:13]=[CH:12][C:10]=3[S:11][C:5]=2[CH:4]=1)#[N:2] |f:2.3|. Reactants: C(#N)C1=CC2=C(CCC3=C(S2)C=CC(=C3)CC(C(=O)OCC)C(=O)OCC)C=C1 (ethyl 3-(7-cyano-10,11-dihydrodibenzo[b,f]thiepin-2-yl)-2-ethoxycarbonylpropanoate), O (water), [Cl-].[Na+] (sodium chloride), CS(=O)C (dimethylsulfoxide). Starting materials: C(C1=CC=CC=C1)(=O)C=1OC2=C(C1)C(=CC=C2OC)C(=O)NC2=C(C=CC=C2Cl)Cl (2-Benzoyl-4-[(2,6-dichiorophenyl)aminocarbonyl]-7-methoxybenzofuran), O (water), solution, B(Br)(Br)Br (boron tribromide). Solvent: ClCCl (dichloromethane), ClCCl (dichloromethane). Conditions: temperature -78 celsius. Product: C(C1=CC=CC=C1)(=O)C=1OC2=C(C1)C(=CC=C2O)C(=O)NC2=C(C=CC=C2Cl)Cl (2-Benzoyl-4-[(2,6-dichlorophenyl)aminocarbonyl)-7-hydroxybenzofuran). Yield: 46.9%. Reaction SMILES: [C:1]([C:9]1[O:10][C:11]2[C:17]([O:18]C)=[CH:16][CH:15]=[C:14]([C:20]([NH:22][C:23]3[C:28]([Cl:29])=[CH:27][CH:26]=[CH:25][C:24]=3[Cl:30])=[O:21])[C:12]=2[CH:13]=1)(=[O:8])[C:2]1[CH:7]=[CH:6][CH:5]=[CH:4][CH:3]=1.B(Br)(Br)Br.O>ClCCl>[C:1]([C:9]1[O:10][C:11]2[C:17]([OH:18])=[CH:16][CH:15]=[C:14]([C:20]([NH:22][C:23]3[C:28]([Cl:29])=[CH:27][CH:26]=[CH:25][C:24]=3[Cl:30])=[O:21])[C:12]=2[CH:13]=1)(=[O:8])[C:2]1[CH:3]=[CH:4][CH:5]=[CH:6][CH:7]=1. Reported procedure: Under a nitrogen atmosphere, Compound 168 (0. 04 g) obtained in Example 168 was dissolved in dry dichloromethane (2 ml) and the solution was cooled to −78° C. A 2.4M solution (0.125 ml) of boron tribromide in dichloromethane was slowly and dropwise added to the solution, and then the mixture was warmed to the room temperature and stirred one night. Distilled water (5 ml) was added to the mixture followed by stirring for one hour. The reaction solution was extracted with chloroform, the organic l... Starting materials: CS(=O)(=O)OC1COCC1Oc1ccc(Br)cc1, CN(C)C=O, [N-]=[N+]=[N-], [Na+], O. Yields the product [N-]=[N+]=NC1COCC1Oc1ccc(Br)cc1. Reaction SMILES: [CH3:1][S:2]([O:3][CH:6]1[CH2:7][O:8][CH2:9][CH:10]1[O:11][c:12]1[cH:13][cH:14][c:15]([Br:18])[cH:16][cH:17]1)(=[O:4])=[O:5].[CH3:24][N:25]([CH3:26])[CH:27]=[O:28].[N-:20]=[N+:21]=[N-:22].[Na+:19].[OH2:23]>>[CH:6]1([N:20]=[N+:21]=[N-:22])[CH2:7][O:8][CH2:9][CH:10]1[O:11][c:12]1[cH:13][cH:14][c:15]([Br:18])[cH:16][cH:17]1.